From a dataset of the Open Reaction Database (ORD), a public repository of structured organic reaction records. describe an organic reaction: reactants, conditions, products, and yield Starting materials: [H-].[Na+] (NaH), oil, C(C)(=O)OC1[C@H](OCC2=CC=CC=C2)[C@@H]([C@H](O1)COC(=O)C1=CC=C(C=C1)C)F (1-O-acetyl-2-O-benzyl-5-O-(p-toluoyl)-3-deoxy-3-fluoro-D-ribofuranose), nucleobase, sugar, CC(=O)O (AcOH), NC=1N=C(C2=C(N1)NC=C2)Cl (2-amino-4-chloro-7H-pyrrolo[2,3-d ]pyrimidine). Run in CC#N (CH3CN), C(Cl)Cl (CH2Cl2), CC#N (CH3CN). Run at temperature -10 celsius, time 1 hour. Product: NC=1N=C(C2=C(N1)N(C=C2)[C@H]2[C@H](OCC1=CC=CC=C1)[C@@H]([C@H](O2)COC(=O)C2=CC=C(C=C2)C)F)Cl (2-amino-7-(5-O-(p-toluoyl)-2-O-benzyl-3-deoxy-3-fluoro-β-D-ribofuranosyl)-4-chloro-7H-pyrrolo[2,3-d]pyrimidine). The yield is 36.8%. As a reaction SMILES: C(O[CH:5]1[O:17][C@H:16]([CH2:18][O:19][C:20]([C:22]2[CH:27]=[CH:26][C:25]([CH3:28])=[CH:24][CH:23]=2)=[O:21])[C@@H:15]([F:29])[C@H:6]1[O:7][CH2:8][C:9]1[CH:14]=[CH:13][CH:12]=[CH:11][CH:10]=1)(=O)C.CC(O)=O.[NH2:34][C:35]1[N:36]=[C:37]([Cl:44])[C:38]2[CH:43]=[CH:42][NH:41][C:39]=2[N:40]=1.[H-].[Na+]>C(Cl)Cl.CC#N>[NH2:34][C:35]1[N:36]=[C:37]([Cl:44])[C:38]2[CH:43]=[CH:42][N:41]([C@@H:5]3[O:17][C@H:16]([CH2:18][O:19][C:20]([C:22]4[CH:27]=[CH:26][C:25]([CH3:28])=[CH:24][CH:23]=4)=[O:21])[C@@H:15]([F:29])[C@H:6]3[O:7][CH2:8][C:9]3[CH:10]=[CH:11][CH:12]=[CH:13][CH:14]=3)[C:39]=2[N:40]=1 |f:3.4|. Procedure: A solution 1-O-acetyl-2-O-benzyl-5-O-(p-toluoyl)-3-deoxy-3-fluoro-D-ribofuranose (410 mg, 1.01 mmol) (prepared by a modified method described for similar sugar derivatives, Helv. Chim. Acta 82:2052 (1999) and J. Med. Chem. 1991, 34, 2195) in anhydrous CH2Cl2 (1.5 mL) was cooled to −15° C. in a dry ice/CH3CN bath. After cooling the reaction mixture for 10 min. under the argon atmosphere, 33% HFr/AcOH (370 μL, 1.5 equiv.) was added slowly over 20 min keeping the bath temperature around −150 C. Aft...